This data is from the Open Reaction Database (ORD), a public repository of structured organic reaction records. The task is: describe an organic reaction: reactants, conditions, products, and yield The reactants are BrC1=CC(=C(C(=C1)F)C(=O)N1CCN(CC1)C1=NC=C(C=C1C)C)F ((4-bromo-2,6-difluorophenyl)[4-(3,5-dimethylpyridin-2-yl)piperazin-1-yl]methanone), N1C(CCC1)=O (pyrrolidin-2-one). Product: CC=1C(=NC=C(C1)C)N1CCN(CC1)C(=O)C1=C(C=C(C=C1F)N1C(CCC1)=O)F (1-{4-[4-(3,5-dimethylpyridin-2-yl)piperazine-1-carbonyl]-3,5-difluorophenyl}pyrrolidin-2-one). The yield is 70.3%. Reaction SMILES: Br[C:2]1[CH:7]=[C:6]([F:8])[C:5]([C:9]([N:11]2[CH2:16][CH2:15][N:14]([C:17]3[C:22]([CH3:23])=[CH:21][C:20]([CH3:24])=[CH:19][N:18]=3)[CH2:13][CH2:12]2)=[O:10])=[C:4]([F:25])[CH:3]=1.[NH:26]1[CH2:30][CH2:29][CH2:28][C:27]1=[O:31]>>[CH3:23][C:22]1[C:17]([N:14]2[CH2:15][CH2:16][N:11]([C:9]([C:5]3[C:6]([F:8])=[CH:7][C:2]([N:26]4[CH2:30][CH2:29][CH2:28][C:27]4=[O:31])=[CH:3][C:4]=3[F:25])=[O:10])[CH2:12][CH2:13]2)=[N:18][CH:19]=[C:20]([CH3:24])[CH:21]=1. Procedure: Using (4-bromo-2,6-difluorophenyl)[4-(3,5-dimethylpyridin-2-yl)piperazin-1-yl]methanone (200 mg) described in Preparation Example 111 and pyrrolidin-2-one (44 mg) and by the reaction and treatment in the same manner as in Example 1, the title compound (142 mg) was obtained.